Task: describe an organic reaction: reactants, conditions, products, and yield. Dataset: the Open Reaction Database (ORD), a public repository of structured organic reaction records The reactants are COC=1C=C2C=CC(=CC2=CC1OC)C(=O)O (6,7-dimethoxy-2-naphthoic acid), S(=O)(Cl)Cl (thionyl chloride). The reagents and catalysts are CN(C=O)C (dimethylformamide). The solvent is C1=CC=CC=C1 (benzene). Yields the product COC=1C=C2C=CC(=CC2=CC1OC)C(=O)Cl (6,7-dimethoxy-2-naphthoyl chloride). RXN SMILES: [CH3:1][O:2][C:3]1[CH:4]=[C:5]2[C:10](=[CH:11][C:12]=1[O:13][CH3:14])[CH:9]=[C:8]([C:15]([OH:17])=O)[CH:7]=[CH:6]2.S(Cl)([Cl:20])=O>CN(C)C=O.C1C=CC=CC=1>[CH3:1][O:2][C:3]1[CH:4]=[C:5]2[C:10](=[CH:11][C:12]=1[O:13][CH3:14])[CH:9]=[C:8]([C:15]([Cl:20])=[O:17])[CH:7]=[CH:6]2. Procedure: To a solution containing 15.0 g. of 6,7-dimethoxy-2-naphthoic acid and one drop of dimethylformamide in 200 ml. of benzene was added 25 ml. of thionyl chloride. After heating one hour under reflux the mixture was evaporated to dryness in vacuo. Additional benzene was added and evaporation repeated to give 6,7-dimethoxy-2-naphthoyl chloride which was used directly in the preparation of 6,7-dimethoxy-2-naphthamide as described hereinabove in Example 113. The reactants are C(C1=CC=CC=C1)N(C=1C=C(CNC(OC(C)(C)C)=O)C=CC1)C (tert-butyl 3-(benzyl(methyl)amino)benzylcarbamate). Yields the product CNC=1C=C(CNC(OC(C)(C)C)=O)C=CC1 (tert-butyl 3-(methylamino)benzylcarbamate). Reagents/catalysts: [OH-].[OH-].[Pd+2] (Pd(OH)2). Reaction SMILES: [CH2:1]([N:8](C)[C:9]1[CH:10]=[C:11]([CH:21]=[CH:22][CH:23]=1)[CH2:12][NH:13][C:14](=[O:20])[O:15][C:16]([CH3:19])([CH3:18])[CH3:17])C1C=CC=CC=1>CCO.[OH-].[OH-].[Pd+2]>[CH3:1][NH:8][C:9]1[CH:10]=[C:11]([CH:21]=[CH:22][CH:23]=1)[CH2:12][NH:13][C:14](=[O:20])[O:15][C:16]([CH3:19])([CH3:17])[CH3:18] |f:2.3.4|. Run in CCO (EtOH). Run at time 8 hour. Procedure details: 20% Pd(OH)2 0.076 g) was added to a stirred suspension of tert-butyl 3-(benzyl(methyl)amino)benzylcarbamate (0.248 g, 0.76 mmol, 1 eq) in 10 ml EtOH. A H2 balloon was added. After stirring overnight the mixture was filtered through Celite. The filter cake was rinsed with EtOAc (×3). The organics were combined and the solvent was removed in vacuo to yield tert-butyl 3-(methylamino)benzylcarbamate. Reactants: ClC=1C(=NC=NC1Cl)N (5,6-dichloropyrimidin-4-amine), C(C1=CC=CC=C1)N1N=CC(=C1)B(O)O ((1-benzyl-1H-pyrazol-4-yl)boronic acid), NC[C@H]1[C@@H](CN(CC1)C(=O)OC(C)(C)C)O ((3S,4S)-tert-butyl 4-(aminomethyl)-3-hydroxypiperidine-1-carboxylate), C(C#C)(=O)O (propiolic acid). The product is NC1=C(C(=NC=N1)NC[C@H]1[C@@H](CN(CC1)C(C#C)=O)O)C=1C=NN(C1)CC1=CC=CC=C1 (1-((3S,4S)-4-(((6-amino-5-(1-benzyl-1H-pyrazol-4-yl)pyrimidin-4-yl)amino)methyl)-3-hydroxypiperidin-1-yl)prop-2-yn-1-one). RXN SMILES: Cl[C:2]1[C:3]([NH2:9])=[N:4][CH:5]=[N:6][C:7]=1Cl.[CH2:10]([N:17]1[CH:21]=[C:20](B(O)O)[CH:19]=[N:18]1)[C:11]1[CH:16]=[CH:15][CH:14]=[CH:13][CH:12]=1.[NH2:25][CH2:26][C@@H:27]1[CH2:32][CH2:31][N:30]([C:33]([O:35]C(C)(C)C)=O)[CH2:29][C@H:28]1[OH:40].[C:41](O)(=O)[C:42]#C>>[NH2:9][C:3]1[N:4]=[CH:5][N:6]=[C:7]([NH:25][CH2:26][C@@H:27]2[CH2:32][CH2:31][N:30]([C:33](=[O:35])[C:41]#[CH:42])[CH2:29][C@H:28]2[OH:40])[C:2]=1[C:20]1[CH:19]=[N:18][N:17]([CH2:10][C:11]2[CH:16]=[CH:15][CH:14]=[CH:13][CH:12]=2)[CH:21]=1. Procedure: 1-((3S,4S)-4-(((6-amino-5-(1-benzyl-1H-pyrazol-4-yl)pyrimidin-4-yl)amino)methyl)-3-hydroxypiperidin-1-yl)prop-2-yn-1-one was prepared from 5,6-dichloropyrimidin-4-amine, (1-benzyl-1H-pyrazol-4-yl)boronic acid, (3S,4S)-tert-butyl 4-(aminomethyl)-3-hydroxypiperidine-1-carboxylate and propiolic acid according to general scheme 3 using methods S1, S2, S3, and S4A. HPLC purity: 99%. MS: m/z=432 [M+H]+. 1H NMR (CD3OD) δ 8.22 (s, 1H), 7.84 (s, 1H), 7.69 (s, 1H), 7.40 (m, 5H), 4.43 (m, 2H), 4.01 (d, 1H)... The product is O=C(C=Cc1ccc(S(=O)(=O)Nc2ccccc2)cc1)NO. The reactants are Cl, NO, [Na+], O=C([O-])O, C1CCOC1, O=C(Cl)C=Cc1ccc(S(=O)(=O)Nc2ccccc2)cc1. Reaction SMILES: [ClH:1].[NH2:2][OH:3].[Na+:8].[O-:4][C:5]([OH:6])=[O:7].[O:30]1[CH2:31][CH2:32][CH2:33][CH2:34]1.[c:9]1([NH:15][S:16](=[O:17])(=[O:18])[c:19]2[cH:20][cH:21][c:22]([CH:25]=[CH:26][C:27](=[O:28])[Cl:29])[cH:23][cH:24]2)[cH:10][cH:11][cH:12][cH:13][cH:14]1>>[NH:2]([OH:3])[C:27]([CH:26]=[CH:25][c:22]1[cH:21][cH:20][c:19]([S:16]([NH:15][c:9]2[cH:10][cH:11][cH:12][cH:13][cH:14]2)(=[O:17])=[O:18])[cH:24][cH:23]1)=[O:28]. Reactants: O=C([O-])[O-], CCC(C)=O, [K+], [K+], OCCCl, Oc1ccc(-n2cncn2)cc1. The product is OCCOc1ccc(-n2cncn2)cc1. Reaction SMILES: [C:17](=[O:18])([O-:19])[O-:20].[CH2:23]([C:24]([CH3:25])=[O:26])[CH3:27].[K+:21].[K+:22].[OH:13][CH2:14][CH2:15][Cl:16].[n:1]1(-[c:6]2[cH:7][cH:8][c:9]([OH:12])[cH:10][cH:11]2)[n:2][cH:3][n:4][cH:5]1>>[n:1]1(-[c:6]2[cH:7][cH:8][c:9]([O:12][CH2:15][CH2:14][OH:13])[cH:10][cH:11]2)[n:2][cH:3][n:4][cH:5]1. The product is C(C)OC(CCCC(CC=CC(C)=O)C)(C)C (10-ethoxy-6,10dimethylundec-3-en-2-one). The solvent is C1(=CC=CC=C1)C (toluene). Procedure details: A mixture of 9.0 g. of 7-ethoxy-3,7-dimethyloctan-1-al and 15 g. of triphenylphosphineacetylmethylene in 100 ml. of dry toluene, under nitrogen, is refluxed for 20 hours. Thereafter, the toluene is evaporated and pentane added to remove triphenylphosphine. After concentration, the product is distilled to yield 10-ethoxy-6,10dimethylundec-3-en-2-one. The thus-prepared ketone is reacted with the carbanion of diethyl carbethoxymethylphosphonate using the procedure of Example 1 or 9 to prepare ethyl... The reactants are C(C)OC(CCCC(CC=O)C)(C)C (7-ethoxy-3,7-dimethyloctan-1-al). RXN SMILES: [CH2:1]([O:3][C:4]([CH3:14])([CH3:13])[CH2:5][CH2:6][CH2:7][CH:8]([CH3:12])[CH2:9][CH:10]=O)[CH3:2]>C1(C)C=CC=CC=1>[CH2:1]([O:3][C:4]([CH3:14])([CH3:13])[CH2:5][CH2:6][CH2:7][CH:8]([CH3:12])[CH2:9][CH:10]=[CH:5][C:4](=[O:3])[CH3:13])[CH3:2]. Starting materials: C1CCOC1, CCO, CCCC(c1ccc(C(=O)NCCC(=O)OCC)cc1)C(c1ccc(Cl)cc1)c1ccc(F)c2ccccc12, ClCCl, Cl, [Li+], [OH-]. Yields the product CCCC(c1ccc(C(=O)NCCC(=O)O)cc1)C(c1ccc(Cl)cc1)c1ccc(F)c2ccccc12. As a reaction SMILES: [CH2:46]1[O:47][CH2:48][CH2:49][CH2:50]1.[CH3:43][CH2:44][OH:45].[Cl:1][c:2]1[cH:3][cH:4][c:5]([CH:8]([CH:9]([CH2:10][CH2:11][CH3:12])[c:13]2[cH:14][cH:15][c:16]([C:17](=[O:18])[NH:19][CH2:20][CH2:21][C:22](=[O:23])[O:24][CH2:25][CH3:26])[cH:27][cH:28]2)[c:29]2[cH:30][cH:31][c:32]([F:39])[c:33]3[cH:34][cH:35][cH:36][cH:37][c:38]23)[cH:6][cH:7]1.[Cl:51][CH2:52][Cl:53].[ClH:42].[Li+:41].[OH-:40]>>[Cl:1][c:2]1[cH:3][cH:4][c:5]([CH:8]([CH:9]([CH2:10][CH2:11][CH3:12])[c:13]2[cH:14][cH:15][c:16]([C:17](=[O:18])[NH:19][CH2:20][CH2:21][C:22](=[O:23])[OH:24])[cH:27][cH:28]2)[c:29]2[cH:30][cH:31][c:32]([F:39])[c:33]3[cH:34][cH:35][cH:36][cH:37][c:38]23)[cH:6][cH:7]1. Reactants: CC(=O)[O-], CCCC[N+](CCCC)(CCCC)CCCC, C[N+](C)(C)[O-], CC(C)=O, C1=CC2C3C=CC(C3)C2C1, ClCCl, [Na+], O, O, O, O=S([O-])O, c1ccncc1. Yields the product OC1C(O)C2CC1C1C=CCC12. As a reaction SMILES: [C:27]([O-:28])(=[O:29])[CH3:30].[CH2:31]([N+:32]([CH2:33][CH2:34][CH2:35][CH3:36])([CH2:37][CH2:38][CH2:39][CH3:40])[CH2:41][CH2:42][CH2:43][CH3:44])[CH2:45][CH2:46][CH3:47].[CH3:13][N+:14]([O-:15])([CH3:16])[CH3:17].[CH3:54][C:55](=[O:56])[CH3:57].[CH:1]12[CH:2]3[CH:3]=[CH:4][CH2:5][CH:6]3[CH:7]([CH:8]=[CH:9]1)[CH2:10]2.[Cl:24][CH2:25][Cl:26].[Na+:19].[OH2:11].[OH2:12].[OH2:18].[OH:20][S:21](=[O:22])[O-:23].[cH:48]1[cH:49][cH:50][n:51][cH:52][cH:53]1>>[CH:1]12[CH:2]3[CH:3]=[CH:4][CH2:5][CH:6]3[CH:7]([CH:8]([OH:12])[CH:9]1[OH:11])[CH2:10]2.